From a dataset of the Open Reaction Database (ORD), a public repository of structured organic reaction records. describe an organic reaction: reactants, conditions, products, and yield Starting materials: C(C(=O)Cl)(=O)Cl (Oxalyl chloride), C(Cl)Cl (methylene chloride), CN1N=CC(=C1C(=O)O)C1=NC(=CC=C1)C (1-methyl-4-(6-methylpyridin-2-yl)-1H-pyrazole-5-carboxylic acid). Run in CN(C=O)C (N,N-dimethylformamide). Reaction conditions: time 2 hour. Product: CN1N=CC(=C1C(=O)Cl)C1=NC(=CC=C1)C (1-methyl-4-(6-methylpyridin-2-yl)-1H-pyrazole-5-carbonyl chloride). As a reaction SMILES: [C:1](Cl)(=O)[C:2]([Cl:4])=[O:3].C(Cl)Cl.[CH3:10][N:11]1C(C(O)=O)=[C:14]([C:19]2[CH:24]=[CH:23][CH:22]=[C:21]([CH3:25])[N:20]=2)[CH:13]=[N:12]1>CN(C)C=O>[CH3:10][N:11]1[C:1]([C:2]([Cl:4])=[O:3])=[C:14]([C:19]2[CH:24]=[CH:23][CH:22]=[C:21]([CH3:25])[N:20]=2)[CH:13]=[N:12]1. Procedure: Oxalyl chloride (0.85 ml) was added to a mixed solution of methylene chloride (5 ml) and N,N-dimethylformamide (5 μl) containing the 1-methyl-4-(6-methylpyridin-2-yl)-1H-pyrazole-5-carboxylic acid (210 mg) obtained in (Example 3.3) <Step 1>, and the obtained mixture was then stirred for 2 hours. Thereafter, the reaction solution was concentrated under reduced pressure to obtain a crude product (230 mg) of the title compound in the form of an orange solid. The reactants are FC(OC1=C(C=CC=C1)S)(F)F (2-(trifluoromethoxy)benzenethiol), C(=O)([O-])[O-].[K+].[K+] (K2CO3), FC1=CC=C(C#N)C=C1 (4-fluorobenzonitrile). The solvent is CCOC(=O)C (EtOAc), CN(C)C=O (DMF). Conditions: temperature 120 celsius. Product: FC(OC1=C(C=CC=C1)SC1=CC=C(C#N)C=C1)(F)F (4-((2-(trifluoromethoxy)phenyl)thio)benzonitrile). The yield is 73.5%. Reaction SMILES: [F:1][C:2]([F:12])([F:11])[O:3][C:4]1[CH:9]=[CH:8][CH:7]=[CH:6][C:5]=1[SH:10].C([O-])([O-])=O.[K+].[K+].F[C:20]1[CH:27]=[CH:26][C:23]([C:24]#[N:25])=[CH:22][CH:21]=1>CN(C=O)C.CCOC(C)=O>[F:12][C:2]([F:1])([F:11])[O:3][C:4]1[CH:9]=[CH:8][CH:7]=[CH:6][C:5]=1[S:10][C:20]1[CH:27]=[CH:26][C:23]([C:24]#[N:25])=[CH:22][CH:21]=1 |f:1.2.3|. Procedure details: To a solution of 2-(trifluoromethoxy)benzenethiol (1.035 g, 5.33 mmol) in DMF (15 mL) at 0° C. was added K2CO3 (921 mg, 6.66 mmol). The solution was warmed to ambient temperature over 10 min before 4-fluorobenzonitrile (613 mg, 5.06 mmol) was added at once. The mixture was heated to 120° C. for 16 hours, then was then cooled and poured onto ice. The mixture was diluted with EtOAc, the layers separated, and the organics were washed successively with sat. NaHCO3 and brine (2×). The organics were d...